Dataset: the Open Reaction Database (ORD), a public repository of structured organic reaction records. Task: describe an organic reaction: reactants, conditions, products, and yield Starting materials: CO, CS(=O)(=O)Cc1cc([N+](=O)[O-])cc(C(F)(F)F)c1. Product: CS(=O)(=O)Cc1cc(N)cc(C(F)(F)F)c1. As a reaction SMILES: [CH3:19][OH:20].[CH3:1][S:2](=[O:3])(=[O:4])[CH2:5][c:6]1[cH:7][c:8]([N+:16]([O-:17])=[O:18])[cH:9][c:10]([C:12]([F:13])([F:14])[F:15])[cH:11]1>>[CH3:1][S:2](=[O:3])(=[O:4])[CH2:5][c:6]1[cH:7][c:8]([NH2:16])[cH:9][c:10]([C:12]([F:13])([F:14])[F:15])[cH:11]1. Starting materials: BrC1=C(C=C(N)C=C1)F (4-bromo-3-fluoro-aniline), [S-]C#N.[NH4+] (ammonium thiocyanate), BrBr (bromine). Solvent: CC(=O)O (AcOH), CC(=O)O (AcOH). Run at time 1 hour. The product is BrC1=CC2=C(N=C(S2)N)C=C1F (6-bromo-5-fluoro-benzothiazol-2-ylamine). Isolated yield 57.0%. Reaction SMILES: [Br:1][C:2]1[CH:8]=[CH:7][C:5]([NH2:6])=[CH:4][C:3]=1[F:9].[S-:10][C:11]#[N:12].[NH4+].BrBr>CC(O)=O>[Br:1][C:2]1[C:3]([F:9])=[CH:4][C:5]2[N:6]=[C:11]([NH2:12])[S:10][C:7]=2[CH:8]=1 |f:1.2|. Procedure details: To a solution of 4-bromo-3-fluoro-aniline (3.68 g, 19.37 mmol) in glacial AcOH (40 mL) was added ammonium thiocyanate (2.95 g, 38.74 mmol). When the reaction mixture was almost clear, it was placed in a cold water bath and a solution of bromine (3.1 g, 19.37 mmol) in glacial AcOH (10 mL) was added dropwise over a 10 min period. The reaction mixture was stirred at room temperature for 1 h, then it was concentrated in vacuo. The residue was partitioned between 1 N aqueous KOH and ethyl acetate. Th... The reactants are O (water), O=C(C([C@H](CC(=O)OC(C)(C)C)O)(C)C)C[C@H]([C@H](CC=C)C)OC(=O)OCC(Cl)(Cl)Cl (tert-butyl (3S,7R,8S)-5-oxo-3-hydroxy-4,4,8-trimethyl-7-(2,2,2-trichloroethoxycarbonyloxy)-10-undecenoate), N1C=NC=C1 (imidazole), C(C)[Si](CC)(CC)Cl (triethylsilyl chloride). Solvent: CN(C=O)C (dimethylformamide). The product is O=C(C([C@H](CC(=O)OC(C)(C)C)O[Si](CC)(CC)CC)(C)C)C[C@H]([C@H](CC=C)C)OC(=O)OCC(Cl)(Cl)Cl (tert-butyl (3S,7R,8S)-5-oxo-3-(triethylsilyloxy)-4,4,8-trimethyl-7-(2,2,2-trichloroethoxy-carbonyloxy)-10-undecenoate). As a reaction SMILES: [O:1]=[C:2]([CH2:16][C@@H:17]([O:23][C:24]([O:26][CH2:27][C:28]([Cl:31])([Cl:30])[Cl:29])=[O:25])[C@@H:18]([CH3:22])[CH2:19][CH:20]=[CH2:21])[C:3]([CH3:15])([CH3:14])[C@@H:4]([OH:13])[CH2:5][C:6]([O:8][C:9]([CH3:12])([CH3:11])[CH3:10])=[O:7].N1C=CN=C1.[CH2:37]([Si:39](Cl)([CH2:42][CH3:43])[CH2:40][CH3:41])[CH3:38].O>CN(C)C=O>[O:1]=[C:2]([CH2:16][C@@H:17]([O:23][C:24]([O:26][CH2:27][C:28]([Cl:29])([Cl:30])[Cl:31])=[O:25])[C@@H:18]([CH3:22])[CH2:19][CH:20]=[CH2:21])[C:3]([CH3:14])([CH3:15])[C@@H:4]([O:13][Si:39]([CH2:42][CH3:43])([CH2:40][CH3:41])[CH2:37][CH3:38])[CH2:5][C:6]([O:8][C:9]([CH3:12])([CH3:11])[CH3:10])=[O:7]. Procedure: A solution of tert-butyl (3S,7R,8S)-5-oxo-3-hydroxy-4,4,8-trimethyl-7-(2,2,2-trichloroethoxycarbonyloxy)-10-undecenoate (1.7 g), imidazole (0.48 g), and triethylsilyl chloride (0.68 g) in 5 mL of dimethylformamide is stirred for 2 hours at ambient temperature, then poured into water and extracted with ether. The extract is washed with sat. aq. NaCl, dried over MgSO4, filtered, and evaporated. The product is purified by chromatography on SiO2. Reactants: CO (methanol), BrCC1=C(N(C(N1C(C)=O)=O)C(C)=O)C(C1=CC=C(C=C1)OC)=O (5-(bromomethyl)-1,3-diacetyl-1,3-dihydro-4-(4-methoxybenzoyl)-2H-imidazol-2-one), Br (hydrobromic acid). Solvent: O1CCCC1 (tetrahydrofuran). Run at temperature 25 celsius, time 8 hour. Product: COC1=CC=C(C(=O)C=2NC(NC2COC)=O)C=C1 (1,3-dihydro-4-(4-methoxybenzoyl)-5-(methoxymethyl)-2H-imidazol-2-one). RXN SMILES: Br[CH2:2][C:3]1[N:7](C(=O)C)[C:6](=[O:11])[N:5](C(=O)C)[C:4]=1[C:15](=[O:24])[C:16]1[CH:21]=[CH:20][C:19]([O:22][CH3:23])=[CH:18][CH:17]=1.[CH3:25][OH:26].Br>O1CCCC1>[CH3:23][O:22][C:19]1[CH:18]=[CH:17][C:16]([C:15]([C:4]2[NH:5][C:6](=[O:11])[NH:7][C:3]=2[CH2:2][O:26][CH3:25])=[O:24])=[CH:21][CH:20]=1. Reported procedure: A solution of 4.0 g of 5-(bromomethyl)-1,3-diacetyl-1,3-dihydro-4-(4-methoxybenzoyl)-2H-imidazol-2-one in 50 ml of dry tetrahydrofuran is cooled to -78° C. under argon, 1.0 ml of dry methanol is added by syringe, and the solution is allowed to warm to 25° C. over 1.5 hours. Concentrated hydrobromic acid (1 ml) is then added and the mixture is stirred at 25° C. overnight. The solvent is then evaporated and the residual solid is recrystallized twice from a mixture of methanol and water to give 1,3... Product: COc1cc2nccc(Oc3ccc(NC4CCC(C(C)(C)C)CC4)cc3)c2cc1OC. Starting materials: CC(C)(C)C1CCC(=O)CC1, CC(=O)O[BH-](OC(C)=O)OC(C)=O, COc1cc2nccc(Oc3ccc(N)cc3)c2cc1OC, CN(C)C=O, CCOC(C)=O, [Na+], O. RXN SMILES: [C:23]([CH3:24])([CH3:25])([CH3:26])[CH:27]1[CH2:28][CH2:29][C:30](=[O:33])[CH2:31][CH2:32]1.[C:34]([O:35][BH-:36]([O:37][C:38](=[O:39])[CH3:40])[O:41][C:42](=[O:43])[CH3:44])(=[O:45])[CH3:46].[CH3:1][O:2][c:3]1[cH:4][c:5]2[c:6]([O:15][c:16]3[cH:17][cH:18][c:19]([NH2:20])[cH:21][cH:22]3)[cH:7][cH:8][n:9][c:10]2[cH:11][c:12]1[O:13][CH3:14].[CH3:49][N:50]([CH3:51])[CH:52]=[O:53].[CH3:54][CH2:55][O:56][C:57](=[O:58])[CH3:59].[Na+:47].[OH2:48]>>[CH3:1][O:2][c:3]1[cH:4][c:5]2[c:6]([O:15][c:16]3[cH:17][cH:18][c:19]([NH:20][CH:30]4[CH2:29][CH2:28][CH:27]([C:23]([CH3:24])([CH3:25])[CH3:26])[CH2:32][CH2:31]4)[cH:21][cH:22]3)[cH:7][cH:8][n:9][c:10]2[cH:11][c:12]1[O:13][CH3:14]. Starting materials: O=Cc1cccc(Br)c1F, CC#N. Yields the product N#CCC(O)c1cccc(Br)c1F. Reaction SMILES: [Br:1][c:2]1[c:3]([F:10])[c:4]([CH:5]=[O:6])[cH:7][cH:8][cH:9]1.[CH3:11][C:12]#[N:13]>>[Br:1][c:2]1[c:3]([F:10])[c:4]([CH:5]([OH:6])[CH2:11][C:12]#[N:13])[cH:7][cH:8][cH:9]1. Starting materials: COC(=O)C=1N=C(SC1)NC([C@H](CC1=CC=CC=C1)NC(=O)OC(C)(C)C)=O (2-((S)-2-tert-Butoxycarbonylamino-3-phenyl-propionylamino)-thiazole-4-carboxylic acid methyl ester), FC(C(=O)O)(F)F (Trifluoroacetic acid). Run in ClCCl (dichloromethane). Reaction conditions: time 1.5 hour. Yields the product COC(=O)C=1N=C(SC1)NC([C@H](CC1=CC=CC=C1)N)=O (2-((S)-2-amino-3-phenyl-propionylamino)-thiazole-4-carboxylic acid methyl ester), solid. Isolated yield 87.0%. RXN SMILES: [CH3:1][O:2][C:3]([C:5]1[N:6]=[C:7]([NH:10][C:11](=[O:28])[C@@H:12]([NH:20]C(OC(C)(C)C)=O)[CH2:13][C:14]2[CH:19]=[CH:18][CH:17]=[CH:16][CH:15]=2)[S:8][CH:9]=1)=[O:4].FC(F)(F)C(O)=O>ClCCl>[CH3:1][O:2][C:3]([C:5]1[N:6]=[C:7]([NH:10][C:11](=[O:28])[C@@H:12]([NH2:20])[CH2:13][C:14]2[CH:19]=[CH:18][CH:17]=[CH:16][CH:15]=2)[S:8][CH:9]=1)=[O:4]. Procedure details: 2-((S)-2-tert-Butoxycarbonylamino-3-phenyl-propionylamino)-thiazole-4-carboxylic acid methyl ester (2.4 g, 5.919 mmol) was mixed in dichloromethane (25 mL) in an ice-bath. Trifluoroacetic acid (18 mL, 235 mmol) was added and the solution was stirred for 1.5 hours. The reaction mixture was evaporated and the residue was triturated with ether. The suspension was stirred vigorously for 10 minutes and then filtered. The solid was partitioned between aqueous sodium bicarbonate and dichloromethane. Th...